Dataset: the Open Reaction Database (ORD), a public repository of structured organic reaction records. Task: describe an organic reaction: reactants, conditions, products, and yield The reactants are COC(\C=C\C=1C=C2C(CC3(CCN(CC3)CCC3=CNC4=CC=CC=C34)OC2=CC1)=O)=O ((E)-3-{1′-[2-(1H-indol-3-yl)ethyl]-4-oxo-spiro[chromane-2,4′-piperidine]-6-yl}-acrylic acid methyl ester), [OH-].[Na+] (NaOH). Product: N1C=C(C2=CC=CC=C12)CCN1CCC2(CC1)OC1=CC=C(C=C1C(C2)=O)/C=C/C(=O)O ((E)-3-{1′-[2-(1H-indol-3-yl)ethyl]-4-oxo-spiro[chromane-2,4′-piperidine]-6-yl}-acrylic acid). Isolated yield 87.3%. RXN SMILES: C[O:2][C:3](=[O:33])/[CH:4]=[CH:5]/[C:6]1[CH:7]=[C:8]2[C:29](=[CH:30][CH:31]=1)[O:28][C:11]1([CH2:16][CH2:15][N:14]([CH2:17][CH2:18][C:19]3[C:27]4[C:22](=[CH:23][CH:24]=[CH:25][CH:26]=4)[NH:21][CH:20]=3)[CH2:13][CH2:12]1)[CH2:10][C:9]2=[O:32].[OH-].[Na+]>>[NH:21]1[C:22]2[C:27](=[CH:26][CH:25]=[CH:24][CH:23]=2)[C:19]([CH2:18][CH2:17][N:14]2[CH2:15][CH2:16][C:11]3([CH2:10][C:9](=[O:32])[C:8]4[C:29](=[CH:30][CH:31]=[C:6](/[CH:5]=[CH:4]/[C:3]([OH:33])=[O:2])[CH:7]=4)[O:28]3)[CH2:12][CH2:13]2)=[CH:20]1 |f:1.2|. Reported procedure: (E)-3-{1′-[2-(1H-indol-3-yl)ethyl]-4-oxo-spiro[chromane-2,4′-piperidine]-6-yl}-acrylic acid methyl ester (129 mg, 0.29 mmol) was hydrolyzed with 4 M NaOH following the procedure described in Example 40, Step B, giving (E)-3-{1′-[2-(1H-indol-3-yl)ethyl]-4-oxo-spiro[chromane-2,4′-piperidine]-6-yl}-acrylic acid (109 mg, 87%). The product was treated with NH2OTHP according to the procedure described in Example 40, Step C, giving (E)-3-{1′-[2-(1H-indol-3-yl)ethyl]-4-oxo-spiro[chromane-2,4′-piperidine... Yields the product NC(=O)C1(c2cccc(Br)c2)CCOCC1. Starting materials: N#CC1(c2cccc(Br)c2)CCOCC1, CC(C)O, CS(C)=O, [K+], [OH-]. RXN SMILES: [Br:5][c:6]1[cH:7][c:8]([C:12]2([C:18]#[N:19])[CH2:13][CH2:14][O:15][CH2:16][CH2:17]2)[cH:9][cH:10][cH:11]1.[CH3:1][CH:2]([CH3:3])[OH:4].[CH3:22][S:23]([CH3:24])=[O:25].[K+:21].[OH-:20]>>[O:4]=[C:18]([C:12]1([c:8]2[cH:7][c:6]([Br:5])[cH:11][cH:10][cH:9]2)[CH2:13][CH2:14][O:15][CH2:16][CH2:17]1)[NH2:19]. Starting materials: [N+](=O)(O)[O-] (nitric acid), FC1=C(C(=O)OC)C(=CC=C1)F (methyl 2,6-difluorobenzoate), ice water. Solvent: S(O)(O)(=O)=O (sulfuric acid). Reaction conditions: temperature 0 celsius, time 30 minute. The product is FC1=C(C(=O)OC)C(=CC=C1[N+](=O)[O-])F (Methyl 2,6-difluoro-3-nitrobenzoate). Isolated yield 79.7%. As a reaction SMILES: [N+:1]([O-:4])(O)=[O:2].[F:5][C:6]1[CH:15]=[CH:14][CH:13]=[C:12]([F:16])[C:7]=1[C:8]([O:10][CH3:11])=[O:9]>S(=O)(=O)(O)O>[F:5][C:6]1[C:15]([N+:1]([O-:4])=[O:2])=[CH:14][CH:13]=[C:12]([F:16])[C:7]=1[C:8]([O:10][CH3:11])=[O:9]. Procedure details: Fuming nitric acid (11 g, 174 mmol) was added to a solution of methyl 2,6-difluorobenzoate (25 g, 145 mmol) in concentrated sulfuric acid (50 mL) at 0° C., and the reaction was stirred for 30 min at 0° C. The reaction mixture was poured over ice-water. The precipitate was filtered off by suction to give the desired product of Step B (25.1 g, 80.6%). 1H NMR (400 MHz, CDCl3) δ ppm 8.13-8.20 (m, 1H), 7.02-7.10 (m, 1H), 3.93 (s, 3H). RXN SMILES: [CH3:16][OH:17].[CH3:18][N:19]([CH3:20])[CH:21]=[O:22].[CH:1](=[O:2])[c:3]1[c:4](=[O:10])[nH:5][c:6](=[O:9])[nH:7][cH:8]1.[H-:11].[I:13][CH2:14][CH3:15].[Na+:12]>>[CH:1](=[O:2])[c:3]1[c:4](=[O:10])[nH:5][c:6](=[O:9])[n:7]([CH2:14][CH3:15])[cH:8]1. The product is CCn1cc(C=O)c(=O)[nH]c1=O. Reactants: CO, CN(C)C=O, O=Cc1c[nH]c(=O)[nH]c1=O, [H-], CCI, [Na+]. Reactants: C(C)(C)(C)OC(=O)N1[C@@H](CN([C@H](C1)CO)CC(=O)N1CC(C2=CC=C(C=C12)Cl)(C)C)C ((2R,5R)-4-[2-(6-chloro-3,3-dimethyl-2,3-dihydro-indol-1-yl)-2-oxo-ethyl]-5-hydroxymethyl-2-methyl-piperazine-1-carboxylic acid tert-butyl ester), [H-].[Na+] (sodium hydride), CI (methyl iodide). Run in CN(C)C=O (DMF). Conditions: time 1 hour. The product is C(C)(C)(C)OC(=O)N1[C@@H](CN([C@H](C1)COC)CC(=O)N1CC(C2=CC=C(C=C12)Cl)(C)C)C ((2R,5R)-4-[2-(6-Chloro-3,3-dimethyl-2,3-dihydro-indol-1-yl)-2-oxo-ethyl]-5-methoxymethyl-2-methyl-piperazine-1-carboxylic acid tert-butyl ester). Yield: 19.5%. Reaction SMILES: [C:1]([O:5][C:6]([N:8]1[CH2:13][C@H:12]([CH2:14][OH:15])[N:11]([CH2:16][C:17]([N:19]2[C:27]3[C:22](=[CH:23][CH:24]=[C:25]([Cl:28])[CH:26]=3)[C:21]([CH3:30])([CH3:29])[CH2:20]2)=[O:18])[CH2:10][C@H:9]1[CH3:31])=[O:7])([CH3:4])([CH3:3])[CH3:2].[H-].[Na+].[CH3:34]I>CN(C=O)C>[C:1]([O:5][C:6]([N:8]1[CH2:13][C@H:12]([CH2:14][O:15][CH3:34])[N:11]([CH2:16][C:17]([N:19]2[C:27]3[C:22](=[CH:23][CH:24]=[C:25]([Cl:28])[CH:26]=3)[C:21]([CH3:30])([CH3:29])[CH2:20]2)=[O:18])[CH2:10][C@H:9]1[CH3:31])=[O:7])([CH3:4])([CH3:2])[CH3:3] |f:1.2|. Procedure details: To a cooled solution of (2R,5R)-4-[2-(6-chloro-3,3-dimethyl-2,3-dihydro-indol-1-yl)-2-oxo-ethyl]-5-hydroxymethyl-2-methyl-piperazine-1-carboxylic acid tert-butyl ester (100 mg, 0.22 mmol) in DMF (1.1 mL) at 0° C. (ice bath) was added sodium hydride (60%, 10 mg, 0.24 mmol). After stirring for 1 h, methyl iodide (15 μL, 0.24 mmol) was added and the reaction stirred for 30 mins. Reaction was allowed to warm gently to ambient temperature over 18 h. The solvent was removed in vacuo and residue was pu... Yields the product C(C1=CC=CC=C1)(=O)OC1=CC=C(C=C1)C1=CC=CC=C1 (4-benzoyloxybiphenyl). Yield: 94.0%. Reactants: C(C1=CC=CC=C1)(=O)Cl (benzoyl chloride), OC1=CC=C(C=C1)C1=CC=CC=C1 (4-hydroxybiphenyl), Cl (hydrochloric acid), O (water). The solvent is N1=CC=CC=C1 (pyridine). Reaction SMILES: [C:1](Cl)(=[O:8])[C:2]1[CH:7]=[CH:6][CH:5]=[CH:4][CH:3]=1.[OH:10][C:11]1[CH:16]=[CH:15][C:14]([C:17]2[CH:22]=[CH:21][CH:20]=[CH:19][CH:18]=2)=[CH:13][CH:12]=1.Cl.O>N1C=CC=CC=1>[C:1]([O:10][C:11]1[CH:12]=[CH:13][C:14]([C:17]2[CH:22]=[CH:21][CH:20]=[CH:19][CH:18]=2)=[CH:15][CH:16]=1)(=[O:8])[C:2]1[CH:7]=[CH:6][CH:5]=[CH:4][CH:3]=1. Reported procedure: 128 ml benzoyl chloride is dripped into a solution of 170 g 4-hydroxybiphenyl in 500 ml pyridine, at 20° C.; subsequently, the reaction mixture is heated under reflux for 30 min. After cooling, the reaction mixture is mixed with a solution of 500 ml concentrated hydrochloric acid and 750 ml water. The remaining precipitate is filtered off, washed neutral with water, dried and recrystallized from n-butanol (melting point: 150° C.); yield: 94%. Reactants: ClC1=CC=C(C=C1)S(=O)(=O)Cl (4-Chloro-benzenesulfonyl chloride), ice, BrC1=CC(=CC=2NCCOC21)C (8-bromo-6-methyl-3,4-dihydro-2H-benzo[1,4]oxazine), N1=CC=CC=C1 (pyridine), O (water). The solvent is ClCCl (dichloromethane). Run at time 12 hour. Product: BrC1=CC(=CC=2N(CCOC21)S(=O)(=O)C2=CC=C(C=C2)Cl)C (8-bromo-4-(4-chloro-benzenesulfonyl)-6-methyl-3,4-dihydro-2H-benzo[1,4]oxazine). The yield is 84.5%. As a reaction SMILES: [Cl:1][C:2]1[CH:7]=[CH:6][C:5]([S:8](Cl)(=[O:10])=[O:9])=[CH:4][CH:3]=1.[Br:12][C:13]1[C:22]2[O:21][CH2:20][CH2:19][NH:18][C:17]=2[CH:16]=[C:15]([CH3:23])[CH:14]=1.N1C=CC=CC=1.O>ClCCl>[Br:12][C:13]1[C:22]2[O:21][CH2:20][CH2:19][N:18]([S:8]([C:5]3[CH:6]=[CH:7][C:2]([Cl:1])=[CH:3][CH:4]=3)(=[O:10])=[O:9])[C:17]=2[CH:16]=[C:15]([CH3:23])[CH:14]=1. Procedure: 4-Chloro-benzenesulfonyl chloride (560 mg, 2.65 mmol) was added in small portions under nitrogen to an ice-cold solution of 8-bromo-6-methyl-3,4-dihydro-2H-benzo[1,4]oxazine (550 mg, 2.41 mmol) and pyridine (381 mg, 4.82 mmol) in dichloromethane (20 mL). After 12 hours at ambient temperature, water was added. The layers were separated. The organic phase was washed with saturated aqueous solution of sodium bicarbonate (20 mL), dried (Na2SO4) and concentrated to give the title compound as a solid ...